From a dataset of the Open Reaction Database (ORD), a public repository of structured organic reaction records. describe an organic reaction: reactants, conditions, products, and yield Starting materials: CNC1CCN(C)CC1, CCSC1NC(=O)C(=Cc2ccc3c(cnn3Cc3ccc(Cl)cc3C(F)(F)F)c2)S1. The product is CN1CCC(N(C)C2=NC(=O)C(=Cc3ccc4c(cnn4Cc4ccc(Cl)cc4C(F)(F)F)c3)S2)CC1. RXN SMILES: [CH3:32][NH:33][CH:34]1[CH2:35][CH2:36][N:37]([CH3:40])[CH2:38][CH2:39]1.[Cl:1][c:2]1[cH:3][c:4]([C:28]([F:29])([F:30])[F:31])[c:5]([CH2:6][n:7]2[n:8][cH:9][c:10]3[cH:11][c:12]([CH:16]=[C:17]4[C:18](=[O:25])[NH:19][CH:20]([S:22][CH2:23][CH3:24])[S:21]4)[cH:13][cH:14][c:15]23)[cH:26][cH:27]1>>[Cl:1][c:2]1[cH:3][c:4]([C:28]([F:29])([F:30])[F:31])[c:5]([CH2:6][n:7]2[n:8][cH:9][c:10]3[cH:11][c:12]([CH:16]=[C:17]4[C:18](=[O:25])[N:19]=[C:20]([N:33]([CH3:32])[CH:34]5[CH2:35][CH2:36][N:37]([CH3:40])[CH2:38][CH2:39]5)[S:21]4)[cH:13][cH:14][c:15]23)[cH:26][cH:27]1. Starting materials: N1C=NC(=C1)C1=NC=CC(=C1)C#N (2-(1H-imidazol-4-yl)pyridine-4-carbonitrile), ClC1CCN(CC1)C (4-chloro-1-methylpiperidine). The product is CN1CCC(CC1)N1C=NC(=C1)C1=NC=CC(=C1)C#N (2-[1-(1-methylpiperidin-4-yl)-1H-imidazol-4-yl]pyridine-4-carbonitrile). As a reaction SMILES: [NH:1]1[CH:5]=[C:4]([C:6]2[CH:11]=[C:10]([C:12]#[N:13])[CH:9]=[CH:8][N:7]=2)[N:3]=[CH:2]1.Cl[CH:15]1[CH2:20][CH2:19][N:18]([CH3:21])[CH2:17][CH2:16]1>>[CH3:21][N:18]1[CH2:19][CH2:20][CH:15]([N:1]2[CH:5]=[C:4]([C:6]3[CH:11]=[C:10]([C:12]#[N:13])[CH:9]=[CH:8][N:7]=3)[N:3]=[CH:2]2)[CH2:16][CH2:17]1. Reported procedure: The title compound was prepared from 2-(1H-imidazol-4-yl)pyridine-4-carbonitrile and 4-chloro-1-methylpiperidine according to the procedure for the preparation of Example 43, part A. [M+H] Calc'd for C15H17N5, 268. Found, 268. The reactants are C1(=CC=CC=C1)SCCN (Phenylthioethylamine), C(C(=O)C)CC(C)=O (acetonylacetone), C1(=CC=CC=C1)S (thiophenol), Br.BrCCN (β-bromoethylamine hydrobromide). Run in C(C)(=O)O (acetic acid), C(C)N(CC)CC (triethylamine). The product is C1(=CC=CC=C1)SCCN1C(=CC=C1C)C (2,5-dimethylpyrrol-1-yl-ethyl phenyl sulfide). Isolated yield 70.0%. Reaction SMILES: [C:1]1([S:7][CH2:8][CH2:9][NH2:10])[CH:6]=[CH:5][CH:4]=[CH:3][CH:2]=1.[C:11]1(S)[CH:16]=[CH:15][CH:14]=[CH:13][CH:12]=1.Br.BrCCN.C(CC(=O)C)C(C)=O>C(O)(=O)C.C(N(CC)CC)C>[C:1]1([S:7][CH2:8][CH2:9][N:10]2[C:13]([CH3:14])=[CH:12][CH:11]=[C:16]2[CH3:15])[CH:6]=[CH:5][CH:4]=[CH:3][CH:2]=1 |f:2.3|. Procedure details: Phenylthioethylamine (5.00 g, 32.68 mmoles) prepared by reacting thiophenol and β-bromoethylamine hydrobromide in the presence of triethylamine and 3.74 g (32.68 mmoles) of acetonylacetone were heated under reflux for 4 hours in 80 ml of acetic acid. The acetic acid was distilled off under reduced pressure, and toluene was added to the residue. The mixture was distilled under reduced pressure. The resulting crude product was chromatographed on a column of silica gel using hexane/benzene as an el... Starting materials: COC(=O)c1ccc(OCC2CCCN2C(=O)OC(C)(C)C)cc1C(=O)OC, ClCCl, O=C(O)C(F)(F)F. Product: COC(=O)c1ccc(OCC2CCCN2)cc1C(=O)OC. As a reaction SMILES: [C:1]([O:2][C:3](=[O:4])[N:8]1[CH:9]([CH2:13][O:14][c:15]2[cH:16][c:17]([C:25](=[O:26])[O:27][CH3:28])[c:18]([C:19](=[O:20])[O:21][CH3:22])[cH:23][cH:24]2)[CH2:10][CH2:11][CH2:12]1)([CH3:5])([CH3:6])[CH3:7].[Cl:36][CH2:37][Cl:38].[F:29][C:30]([F:31])([F:32])[C:33]([OH:34])=[O:35]>>[NH:8]1[CH:9]([CH2:13][O:14][c:15]2[cH:16][c:17]([C:25](=[O:26])[O:27][CH3:28])[c:18]([C:19](=[O:20])[O:21][CH3:22])[cH:23][cH:24]2)[CH2:10][CH2:11][CH2:12]1. The reactants are C(C)OCCl (chloromethyl ethyl ether), ClC1=CC=C(C=C1)C=1NC(=C(C1C#N)SC1=CC=C(C=C1)Cl)C(F)(F)F (2-(p-chlorophenyl)-4-[(p-chlorophenyl)thio]-5-(trifluoromethyl)pyrrole-3-carbonitrile), CC(C)([O-])C.[K+] (potassium tert-butoxide), [I-].[Na+] (sodium iodide). Solvent: O1CCCC1 (tetrahydrofuran), O (water), hexanes. Run at time 15 minute. Product: ClC1=CC=C(C=C1)C=1N(C(=C(C1C#N)SC1=CC=C(C=C1)Cl)C(F)(F)F)COCC (2-(p-Chlorophenyl)-4-[(p-chlorophenyl)thio]-1-(ethoxymethyl)-5-(trifluoromethyl)pyrrole-3-carbonitrile). Isolated yield 64.7%. As a reaction SMILES: [Cl:1][C:2]1[CH:7]=[CH:6][C:5]([C:8]2[NH:9][C:10]([C:23]([F:26])([F:25])[F:24])=[C:11]([S:15][C:16]3[CH:21]=[CH:20][C:19]([Cl:22])=[CH:18][CH:17]=3)[C:12]=2[C:13]#[N:14])=[CH:4][CH:3]=1.CC(C)([O-])C.[K+].[I-].[Na+].[CH2:35]([O:37][CH2:38]Cl)[CH3:36]>O1CCCC1.O>[Cl:1][C:2]1[CH:7]=[CH:6][C:5]([C:8]2[N:9]([CH2:38][O:37][CH2:35][CH3:36])[C:10]([C:23]([F:25])([F:24])[F:26])=[C:11]([S:15][C:16]3[CH:21]=[CH:20][C:19]([Cl:22])=[CH:18][CH:17]=3)[C:12]=2[C:13]#[N:14])=[CH:4][CH:3]=1 |f:1.2,3.4|. Procedure details: A mixture of 2-(p-chlorophenyl)-4-[(p-chlorophenyl)thio]-5-(trifluoromethyl)pyrrole-3-carbonitrile (1.7 g, 4.1 mmol), potassium tert-butoxide (0.5 g, 4.5 mmol) and sodium iodide (0.67 g, 4.5 mmol) in tetrahydrofuran is stirred at room temperature for 15 minutes, treated with chloromethyl ethyl ether (0.425 g, 4.5 mmol), stirred at room temperature for 6 hours and poured into water. The aqueous mixture is extracted with diethyl ether. The organic extract is washed sequentially with a 2 molar pota...